Dataset: the Open Reaction Database (ORD), a public repository of structured organic reaction records. Task: describe an organic reaction: reactants, conditions, products, and yield Starting materials: [N+](=O)([O-])C1=C2C=CC(=NC2=CC=C1)Cl (5-nitro-2-chloroquinoline), FC=1C=C(C=C(C1)F)S(=O)(=O)Cl (3,5-difluorobenzenesulfonyl chloride), C1[C@@H]([C@@H](C2=CC=CC=C21)N)O ((1R,2S)-(+)-cis-1-amino-2-indanol). The product is FC=1C=C(C=C(C1)F)S(=O)(=O)NC1=C2C=CC(=NC2=CC=C1)N[C@H]1[C@H](CC2=CC=CC=C12)O (3,5-Difluoro-N-[2-((1R,2S)-2-hydroxy-indan-1-ylamino)-quinolin-5-yl]-benzenesulfonamide). Reaction SMILES: [N+:1]([C:4]1[CH:13]=[CH:12][CH:11]=[C:10]2[C:5]=1[CH:6]=[CH:7][C:8](Cl)=[N:9]2)([O-])=O.[F:15][C:16]1[CH:17]=[C:18]([S:23](Cl)(=[O:25])=[O:24])[CH:19]=[C:20]([F:22])[CH:21]=1.[CH2:27]1[C:35]2[C:30](=[CH:31][CH:32]=[CH:33][CH:34]=2)[C@@H:29]([NH2:36])[C@H:28]1[OH:37]>>[F:15][C:16]1[CH:17]=[C:18]([S:23]([NH:1][C:4]2[CH:13]=[CH:12][CH:11]=[C:10]3[C:5]=2[CH:6]=[CH:7][C:8]([NH:36][C@@H:29]2[C:30]4[C:35](=[CH:34][CH:33]=[CH:32][CH:31]=4)[CH2:27][C@@H:28]2[OH:37])=[N:9]3)(=[O:25])=[O:24])[CH:19]=[C:20]([F:22])[CH:21]=1. Procedure details: The title compound, MS: m/e=468.5 (M+H+), was prepared in accordance with the general method of example 13 from 5-nitro-2-chloroquinoline, 3,5-difluorobenzenesulfonyl chloride and (1R,2S)-(+)-cis-1-amino-2-indanol.